From a dataset of the Open Reaction Database (ORD), a public repository of structured organic reaction records. describe an organic reaction: reactants, conditions, products, and yield Starting materials: COc1ccc(C)cc1 (substrate), C[Mg]Br (effective_coupling_partner). The reagents and catalysts are PCy3. Conditions: temperature 110 celsius, time 20 minute. The product is Cc1ccc(C)cc1. The reactants are [Ag+], CCO, Cc1ccc(CC(C)(C)CC=O)cc1F, O=[N+]([O-])[O-], [Na+], [OH-], O. Yields the product CCOC(=O)CC(C)(C)Cc1ccc(C)c(F)c1. As a reaction SMILES: [Ag+:26].[CH3:18][CH2:19][OH:20].[F:1][c:2]1[cH:3][c:4]([CH2:9][C:10]([CH2:11][CH:12]=[O:13])([CH3:14])[CH3:15])[cH:5][cH:6][c:7]1[CH3:8].[N+:22]([O-:23])([O-:24])=[O:25].[Na+:17].[OH-:16].[OH2:21]>>[F:1][c:2]1[cH:3][c:4]([CH2:9][C:10]([CH2:11][C:12](=[O:13])[O:20][CH2:19][CH3:18])([CH3:14])[CH3:15])[cH:5][cH:6][c:7]1[CH3:8]. The reactants are C=CCC1(C=O)CCCCC1, [Li]CCCC, CCCCCC, Clc1cccc(Cn2ccnc2)c1, C1CCOC1, O. Yields the product C=CCC1(C(O)C(c2cccc(Cl)c2)n2ccnc2)CCCCC1. RXN SMILES: [CH2:19]([CH:20]=[CH2:21])[C:22]1([CH:28]=[O:29])[CH2:23][CH2:24][CH2:25][CH2:26][CH2:27]1.[CH2:1]([Li:2])[CH2:3][CH2:4][CH3:5].[CH3:31][CH2:32][CH2:33][CH2:34][CH2:35][CH3:36].[Cl:6][c:7]1[cH:8][c:9]([CH2:10][n:11]2[cH:12][n:13][cH:14][cH:15]2)[cH:16][cH:17][cH:18]1.[O:37]1[CH2:38][CH2:39][CH2:40][CH2:41]1.[OH2:30]>>[Cl:6][c:7]1[cH:8][c:9]([CH:10]([n:11]2[cH:12][n:13][cH:14][cH:15]2)[CH:28]([C:22]2([CH2:19][CH:20]=[CH2:21])[CH2:23][CH2:24][CH2:25][CH2:26][CH2:27]2)[OH:29])[cH:16][cH:17][cH:18]1. Reactants: [H-].[H-].[H-].[H-].[Li+].[Al+3] (LiAlH4), ClC1=CC=C2C(=C1)NC(C21C(NC(CC1C1=C(C=CC(=C1)Cl)OC1(CCC1)C(=O)OC)=O)C1=C(C=CC(=C1)F)C)=O (racemic (2′S,3S,4′R)-6-chloro-4′-[5-chloro-2-(1-methoxycarbonyl-cyclobutoxy)-phenyl]-2′-(5-fluoro-2-methyl-phenyl)spiro[3H-indole-3,3′-piperidine]-2,6′(1H)-dione). Run in C1CCOC1 (THF). Reaction conditions: time 1.5 hour. Yields the product ClC1=CC=C2C(=C1)NC(C21C(NC(CC1C1=C(C=CC(=C1)Cl)OC1(CCC1)CO)=O)C1=C(C=CC(=C1)F)C)=O (racemic (2′R,3R,4′S)-6-chloro-4′-[5-chloro-2-(1-hydroxymethyl-cyclobutoxy)-phenyl]-2′-(5-fluoro-2-methyl phenyl)spiro[3H-indole-3,3′-piperidine]-2,6′(1H)-dione). Yield: 24.6%. RXN SMILES: [H-].[H-].[H-].[H-].[Li+].[Al+3].[Cl:7][C:8]1[CH:13]=[C:12]2[NH:14][C:15](=[O:47])[C:16]3([CH:21]([C:22]4[CH:27]=[C:26]([Cl:28])[CH:25]=[CH:24][C:23]=4[O:29][C:30]4([C:34](OC)=[O:35])[CH2:33][CH2:32][CH2:31]4)[CH2:20][C:19](=[O:38])[NH:18][CH:17]3[C:39]3[CH:44]=[C:43]([F:45])[CH:42]=[CH:41][C:40]=3[CH3:46])[C:11]2=[CH:10][CH:9]=1>C1COCC1>[Cl:7][C:8]1[CH:13]=[C:12]2[NH:14][C:15](=[O:47])[C:16]3([CH:21]([C:22]4[CH:27]=[C:26]([Cl:28])[CH:25]=[CH:24][C:23]=4[O:29][C:30]4([CH2:34][OH:35])[CH2:33][CH2:32][CH2:31]4)[CH2:20][C:19](=[O:38])[NH:18][CH:17]3[C:39]3[CH:44]=[C:43]([F:45])[CH:42]=[CH:41][C:40]=3[CH3:46])[C:11]2=[CH:10][CH:9]=1 |f:0.1.2.3.4.5|. Procedure details: To a mixture of LiAlH4 (15 mg, 0.4 mmol) in THF (2 mL) was added racemic (2′S,3S,4′R)-6-chloro-4′-[5-chloro-2-(1-methoxycarbonyl-cyclobutoxy)-phenyl]-2′-(5-fluoro-2-methyl-phenyl)spiro[3H-indole-3,3′-piperidine]-2,6′(1H)-dione (RO5247453-000) (60 mg, 0.1 mmol). The mixture was stirred in a ice bath for 1.5 h, quenched with MeOH, purified by Prep-HPLC to give title compound (14 mg, 24%). m/z (M+H)+: 569 The reactants are CN1C(CC[C@@]2(C3=C(CC[C@@H]12)C=C(C=C3)S)C)=O ((+)-(4aR)-(10bR)-4-methyl-8-mercapto-10b-methyl-1,2,3,4,4a,-5,6,10b-octahydrobenzo[f]quinolin-3-one), C([O-])([O-])=O.[K+].[K+] (potassium carbonate), ClC1=NC2=C(C=CC=C2C=C1)[N+](=O)[O-] (2-chloro-8-nitro- quinoline), CN(C=O)C (dimethylformamide). Solvent: C(C)(=O)OCC (ethyl acetate). Product: CN1C(CC[C@@]2(C3=C(CC[C@@H]12)C=C(C=C3)SC3=NC1=C(C=CC=C1C=C3)[N+](=O)[O-])C)=O ((+)-(4aR)-(10bR)-4-methyl-8-(8-nitro-2-quinolinylthio) -10b-methyl-1,2,3,4,4a, 5,6,10b-octahydrobenzo[f]quinolin-3-one). Yield: 54.6%. As a reaction SMILES: [CH3:1][N:2]1[C@H:11]2[C@@:6]([CH3:17])([C:7]3[CH:15]=[CH:14][C:13]([SH:16])=[CH:12][C:8]=3[CH2:9][CH2:10]2)[CH2:5][CH2:4][C:3]1=[O:18].C(=O)([O-])[O-].[K+].[K+].Cl[C:26]1[CH:35]=[CH:34][C:33]2[C:28](=[C:29]([N+:36]([O-:38])=[O:37])[CH:30]=[CH:31][CH:32]=2)[N:27]=1.CN(C)C=O>C(OCC)(=O)C>[CH3:1][N:2]1[C@H:11]2[C@@:6]([CH3:17])([C:7]3[CH:15]=[CH:14][C:13]([S:16][C:26]4[CH:35]=[CH:34][C:33]5[C:28](=[C:29]([N+:36]([O-:38])=[O:37])[CH:30]=[CH:31][CH:32]=5)[N:27]=4)=[CH:12][C:8]=3[CH2:9][CH2:10]2)[CH2:5][CH2:4][C:3]1=[O:18] |f:1.2.3|. Procedure: A 15 mL round bottom flask was charged with (+)-(4aR)-(10bR)-4-methyl-8-mercapto-10b-methyl-1,2,3,4,4a,-5,6,10b-octahydrobenzo[f]quinolin-3-one (100 mg, 0.38 mmol), potassium carbonate (158 mg, 1.14 mmol), 2-chloro-8-nitro- quinoline (96 mg, 0.46 mmol) and 1.5 mL of anhydrous dimethylformamide, fitted with a reflux condenser, and the stirred mixture was heated at 60°, under nitrogen, for 48 h. The mixture was cooled, diluted with ethyl acetate (75 mL) and washed with brine (2×25 mL). The combine...